From a dataset of the Open Reaction Database (ORD), a public repository of structured organic reaction records. describe an organic reaction: reactants, conditions, products, and yield Starting materials: OC1=C(C=C(C=C1)CC(=O)NC1=CC(=CC=C1)C#CC1=CC=CC=C1)OC (4-hydroxy-3-methoxy-N-[3-(2-phenylethynyl)phenyl]-phenylacetamide). The reagents and catalysts are [Pd].CC(=O)[O-].CC(=O)[O-].[Pb+2] (Lindlar catalyst). The solvent is C(C)(=O)OCC (ethyl acetate). Product: OC1=C(C=C(C=C1)CC(=O)NC1=CC(=CC=C1)\C=C/C1=CC=CC=C1)OC (4-hydroxy-3-methoxy-N-[3-[(Z)-2-phenylvinyl]phenyl]-phenylacetamide). The yield is 33.1%. Reaction SMILES: [OH:1][C:2]1[CH:7]=[CH:6][C:5]([CH2:8][C:9]([NH:11][C:12]2[CH:17]=[CH:16][CH:15]=[C:14]([C:18]#[C:19][C:20]3[CH:25]=[CH:24][CH:23]=[CH:22][CH:21]=3)[CH:13]=2)=[O:10])=[CH:4][C:3]=1[O:26][CH3:27]>C(OCC)(=O)C.[Pd].CC([O-])=O.CC([O-])=O.[Pb+2]>[OH:1][C:2]1[CH:7]=[CH:6][C:5]([CH2:8][C:9]([NH:11][C:12]2[CH:17]=[CH:16][CH:15]=[C:14](/[CH:18]=[CH:19]\[C:20]3[CH:21]=[CH:22][CH:23]=[CH:24][CH:25]=3)[CH:13]=2)=[O:10])=[CH:4][C:3]=1[O:26][CH3:27] |f:2.3.4.5|. Procedure details: 4-Hydroxy-3-methoxy-N-[3-(2-phenylethynyl)phenyl]phenylacetamide (150 mg) obtained in Example 36 is dissolved in ethyl acetate (10 ml), and thereto is added Lindlar catalyst (5% lead-poisoned palladium-calcium carbonate) (15 mg), and the mixture is subjected to catalytic hydrogenation at 25° C. The catalyst is removed by filtration, and the solvent is evaporated under reduced pressure. The residue is purified by silica gel column chromatography (eluent: gradient from 0% to 100% hexane/ethyl acet... Reactants: COC=1C=C2CCC(C(C2=CC1)=O)CC(=O)OC (Methyl 6-methoxy-1-tetralone-2-acetate), ice water. Solvent: Br (HBr), C(C)(=O)O (acetic acid). The product is OC=1C=C2CCC(C(C2=CC1)=O)CC(=O)OC (Methyl 6-hydroxy-1-tetralone-2-acetate). RXN SMILES: C[O:2][C:3]1[CH:4]=[C:5]2[C:10](=[CH:11][CH:12]=1)[C:9](=[O:13])[CH:8]([CH2:14][C:15]([O:17][CH3:18])=[O:16])[CH2:7][CH2:6]2>Br.C(O)(=O)C>[OH:2][C:3]1[CH:4]=[C:5]2[C:10](=[CH:11][CH:12]=1)[C:9](=[O:13])[CH:8]([CH2:14][C:15]([O:17][CH3:18])=[O:16])[CH2:7][CH2:6]2. Reported procedure: A solution of the 6-methoxy-1-tetralone derivative (860 mg) (from Example 13) in 47% HBr (15 ml) and glacial acetic acid (5 ml) was refluxed for 30 hours and poured into ice-water. The product was extracted into ethyl acetate (3×) and the combined organic extracts were washed with brine, dried over Na2SO4 and concentrated to dryness. The residue was esterified with 10% HCl in methanol to give, after work-up, the title compound, m.p. 121°-123°.